From a dataset of the Open Reaction Database (ORD), a public repository of structured organic reaction records. describe an organic reaction: reactants, conditions, products, and yield Solvent: ClCCl (dichloromethane). Starting materials: FC1=C(N)C=CC(=C1)F (2,4-difluoroaniline), BrCC(=O)Cl (bromoacetyl chloride), CCN(C(C)C)C(C)C (Hunig base). Product: BrCC(=O)NC1=C(C=C(C=C1)F)F (1-Bromo-2-(2,4-difluorophenyl)amino-2-oxoethane). Run at time 4 hour. Procedure: 5.16 g (40 mmol) of 2,4-difluoroaniline and 6.3 g (40 mmol) of bromoacetyl chloride are treated in 200 ml of dichloromethane with 5.17 g (40 mmol) of Hunig base. After 4 h, the mixture is washed twice with 1N hydrochloric acid and once with water, dried (MgSO4) and concentrated. Reaction SMILES: [F:1][C:2]1[CH:8]=[C:7]([F:9])[CH:6]=[CH:5][C:3]=1[NH2:4].[Br:10][CH2:11][C:12](Cl)=[O:13].CCN(C(C)C)C(C)C>ClCCl>[Br:10][CH2:11][C:12]([NH:4][C:3]1[CH:5]=[CH:6][C:7]([F:9])=[CH:8][C:2]=1[F:1])=[O:13]. The reactants are [BH4-].[Na+] (sodium borohydride), OC[C@]12CCC(C=C1C=CC1=C3CC[C@@H]([C@@]3(C)CC[C@H]21)OC(C(C)(C)C)=O)=O (19-hydroxy-17β-pivaloxyandrosta-4,6,8(14)-trien-3-one), CO (methanol), C([O-])(O)=O.[Na+] (sodium bicarbonate), [BH4-].[Na+] (sodium borohydride). Solvent: C(C)(=O)O.O (acetic acid water). The product is O[C@@H]1C=C2C=CC3=C4CC[C@@H]([C@@]4(C)CC[C@@H]3[C@]2(CC1)CO)OC(C(C)(C)C)=O (3β,19-dihydroxy-17β-pivaloxyandrosta-4,6,8(14)-triene). As a reaction SMILES: [OH:1][CH2:2][C@@:3]12[C@@H:20]3[C:11](=[C:12]4[C@@:16]([CH2:18][CH2:19]3)([CH3:17])[C@@H:15]([O:21][C:22](=[O:27])[C:23]([CH3:26])([CH3:25])[CH3:24])[CH2:14][CH2:13]4)[CH:10]=[CH:9][C:8]1=[CH:7][C:6](=[O:28])[CH2:5][CH2:4]2.CO.[BH4-].[Na+].C(=O)(O)[O-].[Na+]>C(O)(=O)C.O>[OH:28][C@H:6]1[CH2:5][CH2:4][C@@:3]2([CH2:2][OH:1])[C:8]([CH:9]=[CH:10][C:11]3[C@@H:20]2[CH2:19][CH2:18][C@@:16]2([CH3:17])[C:12]=3[CH2:13][CH2:14][C@@H:15]2[O:21][C:22](=[O:27])[C:23]([CH3:26])([CH3:25])[CH3:24])=[CH:7]1 |f:2.3,4.5,6.7|. Reported procedure: A mixture of 5 g of 19-hydroxy-17β-pivaloxyandrosta-4,6,8(14)-trien-3-one and 50 ml of methanol was cooled below 5° C. by an ice-bath, whereupon 500 mg. of sodium borohydride was added slowly and with stirring. After 85 minutes another 50 mg of sodium borohydride was added. The mixture was stirred with cooling for another 35 minutes, whereupon 10 ml of acetic acid-water 1:10 was added dropwise. After 10 minutes of further stirring without external cooling 2 g of sodium bicarbonate was added. The... Starting materials: O1CCOC12CCC(CC2)C=2C=CC(=NC2)N2C(OC(C2)COC)=O ((RS)-3-[5-(1,4-dioxa-spiro[4,5]decan-8-yl)-pyridin-2-yl]-5-methoxymethyl-oxazolidin-2-one), [OH-].[Na+] (sodium hydroxide). The solvent is O1CCCC1 (tetrahydrofuran), Cl (hydrochloric acid). Product: COCC1CN(C(O1)=O)C1=NC=C(C=C1)C1CCC(CC1)=O ((RS)-5-methoxymethyl-3-[5-(4-oxo-cyclohexyl)-pyridin-2-yl]-oxazolidin-2-one). The yield is 91.6%. As a reaction SMILES: O1[C:5]2([CH2:10][CH2:9][CH:8]([C:11]3[CH:12]=[CH:13][C:14]([N:17]4[CH2:21][CH:20]([CH2:22][O:23][CH3:24])[O:19][C:18]4=[O:25])=[N:15][CH:16]=3)[CH2:7][CH2:6]2)[O:4]CC1.[OH-].[Na+]>O1CCCC1.Cl>[CH3:24][O:23][CH2:22][CH:20]1[O:19][C:18](=[O:25])[N:17]([C:14]2[CH:13]=[CH:12][C:11]([CH:8]3[CH2:9][CH2:10][C:5](=[O:4])[CH2:6][CH2:7]3)=[CH:16][N:15]=2)[CH2:21]1 |f:1.2|. Procedure: A solution of 0.5 g of (RS)-3-[5-(1,4-dioxa-spiro[4,5]decan-8-yl)-pyridin-2-yl]-5-methoxymethyl-oxazolidin-2-one in 20 ml of tetrahydrofuran and 5 ml of 2N hydrochloric acid was stirred at room temperature for 4 h. Then, 10 ml of 2N sodium hydroxide solution were added and the mixture was extracted several times with ethyl acetate. The organic phases were combined, dried with magnesium sulfate and concentrated. After chromatography with ethyl acetate on silica gel there was obtained 0.4 g of (RS... Reactants: CC(C)(C)OC(=O)N1CC2CC1CN2, Clc1nc2ccccc2s1, [Na+], C1COCCO1, [OH-]. The product is CC(C)(C)OC(=O)N1CC2CC1CN2c1nc2ccccc2s1. As a reaction SMILES: [C:11]([CH3:12])([CH3:13])([CH3:14])[O:15][C:16](=[O:17])[N:18]1[CH:19]2[CH2:20][NH:21][CH:22]([CH2:23]1)[CH2:24]2.[Cl:1][c:2]1[s:3][c:4]2[c:5]([n:6]1)[cH:7][cH:8][cH:9][cH:10]2.[Na+:26].[O:27]1[CH2:28][CH2:29][O:30][CH2:31][CH2:32]1.[OH-:25]>>[c:2]1([N:21]2[CH2:20][CH:19]3[N:18]([C:16]([O:15][C:11]([CH3:12])([CH3:13])[CH3:14])=[O:17])[CH2:23][CH:22]2[CH2:24]3)[s:3][c:4]2[c:5]([n:6]1)[cH:7][cH:8][cH:9][cH:10]2. Reactants: NC1=C(OC2=CC=C(C=C2)C(C)=O)C=CC(=C1)Cl (1-[4-(2-Amino-4-chloro-phenoxy)-phenyl]-ethanone), Cl.NO (hydroxylamine hydrochloride), O (water). Run in C(C)O (ethanol). Reaction conditions: temperature 60 celsius. Yields the product NC1=C(OC2=CC=C(C=C2)C(C)=NO)C=CC(=C1)Cl (1-[4-(2-Amino-4-chloro-phenoxy)-phenyl]-ethanone oxime). Isolated yield 41.2%. Reaction SMILES: [NH2:1][C:2]1[CH:17]=[C:16]([Cl:18])[CH:15]=[CH:14][C:3]=1[O:4][C:5]1[CH:10]=[CH:9][C:8]([C:11](=O)[CH3:12])=[CH:7][CH:6]=1.Cl.[NH2:20][OH:21].O>C(O)C>[NH2:1][C:2]1[CH:17]=[C:16]([Cl:18])[CH:15]=[CH:14][C:3]=1[O:4][C:5]1[CH:10]=[CH:9][C:8]([C:11](=[N:20][OH:21])[CH3:12])=[CH:7][CH:6]=1 |f:1.2|. Reported procedure: To the product from Example 163a (150 mg, 0.57 mmol) in ethanol (15 mL) was added hydroxylamine hydrochloride (41.8 mg, 0.60 mmol), and disopropylethylamine (82 mg, 0.63 mmol). The reaction was heated at 60° C. for 3 h. The reaction was cooled and poured into water. The solution was extracted with ethyl ether. The organic layer washed with water, brine, and dried over sodium sulfate, filtered and concentrated under vacuum giving the title compound (65 mg, 42%). Reactants: BrC1=CC=C2C=NC(=NN21)NC2=CC=C(C=C2)N2CCOCC2 ((7-Bromo-pyrrolo[2,1-f][1,2,4]triazin-2-yl)-(4-morpholin-4-yl-phenyl)-amine), C(=O)C=1C=C(C=CC1)B(O)O (3-Formylphenyl boronic acid), C([O-])([O-])=O.[Na+].[Na+] (Sodium carbonate), O (Water), C1(=CC=CC=C1)P(C1=CC=CC=C1)C1=CC=CC=C1 (Triphenylphosphine). Reagents/catalysts: C(C)(=O)[O-].[Pd+2].C(C)(=O)[O-] (Palladium Acetate). The solvent is CN(C=O)C (N,N-Dimethylformamide). Conditions: time 10 minute. Yields the product N1(CCOCC1)C1=CC=C(C=C1)NC1=NN2C(C=N1)=CC=C2C=2C=C(C=O)C=CC2 (3-[2-(4-Morpholin-4-yl-phenylamino)-pyrrolo[2,1-f][1,2,4]triazin-7-yl]-benzaldehyde). As a reaction SMILES: C1(P(C2C=CC=CC=2)C2C=CC=CC=2)C=CC=CC=1.Br[C:21]1[N:29]2[C:24]([CH:25]=[N:26][C:27]([NH:30][C:31]3[CH:36]=[CH:35][C:34]([N:37]4[CH2:42][CH2:41][O:40][CH2:39][CH2:38]4)=[CH:33][CH:32]=3)=[N:28]2)=[CH:23][CH:22]=1.[CH:43]([C:45]1[CH:46]=[C:47](B(O)O)[CH:48]=[CH:49][CH:50]=1)=[O:44].C(=O)([O-])[O-].[Na+].[Na+].O>C([O-])(=O)C.[Pd+2].C([O-])(=O)C.CN(C)C=O>[N:37]1([C:34]2[CH:33]=[CH:32][C:31]([NH:30][C:27]3[N:26]=[CH:25][C:24]4=[CH:23][CH:22]=[C:21]([C:49]5[CH:50]=[C:45]([CH:46]=[CH:47][CH:48]=5)[CH:43]=[O:44])[N:29]4[N:28]=3)=[CH:36][CH:35]=2)[CH2:38][CH2:39][O:40][CH2:41][CH2:42]1 |f:3.4.5,7.8.9|. Reported procedure: Into a 8-dram vial, Palladium Acetate (0.021 g, 0.000094 mol) and Triphenylphosphine (0.069 g, 0.00026 mol) were added. The mixture was purged under an atmosphere of Nitrogen for 10 minutes. 1,4-Dioxane (7.10 mL) was added and stirred for 10 minutes at room temperature. (7-Bromo-pyrrolo[2,1-f][1,2,4]triazin-2-yl)-(4-morpholin-4-yl-phenyl)-amine (0.35 g, 0.00094 mol), 3-Formylphenyl boronic acid (0.280 g, 0.00187 mol), N,N-Dimethylformamide (14 mL), and 1.50 M of Sodium carbonate in Water (5.61 m... Starting materials: ClCC1=CC(=CC(=C1)OC)F (1-(chloromethyl)-3-fluoro-5-methoxybenzene), [C-]#N.[K+] (KCN). The solvent is CS(=O)C (DMSO), O (H2O), O (H2O). Reaction conditions: temperature 45 celsius, time 6 hour. The product is FC=1C=C(C=C(C1)OC)CC#N (2-(3-fluoro-5-methoxyphenyl)acetonitrile). The yield is 93.3%. As a reaction SMILES: Cl[CH2:2][C:3]1[CH:8]=[C:7]([O:9][CH3:10])[CH:6]=[C:5]([F:11])[CH:4]=1.[C-:12]#[N:13].[K+]>CS(C)=O.O>[F:11][C:5]1[CH:4]=[C:3]([CH2:2][C:12]#[N:13])[CH:8]=[C:7]([O:9][CH3:10])[CH:6]=1 |f:1.2|. Procedure: To a solution of 1-(chloromethyl)-3-fluoro-5-methoxybenzene (2.9 g, 17 mmol) in DMSO (20 mL), a solution of KCN (2.2 g, 34 mmol) and KI (5.6 g, 34 mmol) in H2O (10 mL) was added. The mixture was stirred at 45° C. for 6 h, poured into H2O (20 mL), and extracted with DCM (3×30 mL). The organic phase was washed with brine (2×10 mL), dried over Na2SO4, and concentrated to give 2.62 g of 2-(3-fluoro-5-methoxyphenyl)acetonitrile. 1H NMR (CDCl3): δ 6.62-6.68 (m, 2H), 6.56-6.60 (m, 1H), 3.80 (s, 3H), 3.... Starting materials: CC(C)N=C=S, CC(C)c1ccc(S(N)(=O)=O)c(N)c1. Yields the product CC(C)NC1=NS(=O)(=O)c2ccc(C(C)C)cc2N1. RXN SMILES: [CH:15]([CH3:16])([CH3:17])[N:18]=[C:19]=[S:20].[NH2:1][c:2]1[c:3]([S:11](=[O:12])(=[O:13])[NH2:14])[cH:4][cH:5][c:6]([CH:8]([CH3:9])[CH3:10])[cH:7]1>>[NH:1]1[c:2]2[c:3]([cH:4][cH:5][c:6]([CH:8]([CH3:9])[CH3:10])[cH:7]2)[S:11](=[O:12])(=[O:13])[N:14]=[C:19]1[NH:18][CH:15]([CH3:16])[CH3:17].